Dataset: the Open Reaction Database (ORD), a public repository of structured organic reaction records. Task: describe an organic reaction: reactants, conditions, products, and yield RXN SMILES: [C:1]1([CH2:7][CH2:8][N:9]2[C:13](=[O:14])[CH2:12][S:11][CH:10]2[CH2:15][CH2:16][CH2:17][C:18]2[CH:26]=[CH:25][C:21]([C:22]([OH:24])=[O:23])=[CH:20][CH:19]=2)[CH2:6][CH2:5][CH2:4][CH2:3][CH:2]=1.[OH-:27].[Na+].Cl>FC(F)(F)C(O)=O.O>[OH:27][C:1]1([CH2:7][CH2:8][N:9]2[C:13](=[O:14])[CH2:12][S:11][CH:10]2[CH2:15][CH2:16][CH2:17][C:18]2[CH:26]=[CH:25][C:21]([C:22]([OH:24])=[O:23])=[CH:20][CH:19]=2)[CH2:6][CH2:5][CH2:4][CH2:3][CH2:2]1 |f:1.2|. Run at time 4 hour. The solvent is O (water), FC(C(=O)O)(F)F (trifluoroacetic acid). Starting materials: C1(=CCCCC1)CCN1C(SCC1=O)CCCC1=CC=C(C(=O)O)C=C1 (4-{3-[3-[2-(1-Cyclohexenyl)ethyl]-4-oxo-2-thiazolidinyl]propyl}benzoic acid), [OH-].[Na+] (sodium hydroxide), Cl (hydrochloric acid). Procedure details: A solution of 4-{3-[3-[2-(1-Cyclohexenyl)ethyl]-4-oxo-2-thiazolidinyl]propyl}benzoic acid (3.7 g., 0.01 mole) in trifluoroacetic acid (20 ml.) is allowed to stand at 25° C. for 4 hours. Excess trifluoroacetic acid is then removed by evaporation at reduced pressure. The oily residue is dissolved in a solution of sodium hydroxide (2.0 g., 0.05 mole) in water (40 ml.). The basic solution is acidified with 2 N hydrochloric acid. The title compound precipitates as a solid. Recrystallization from acet... Product: OC1(CCCCC1)CCN1C(SCC1=O)CCCC1=CC=C(C(=O)O)C=C1 (4-{3-[3-[2-(1-Hydroxycyclohexyl)ethyl]-4-oxo-2-thiazolidinyl]propyl}benzoic Acid). Starting materials: FC(C(=C(F)F)F)(F)F (hexafluoropropene), C1=CC=CC1 (cyclopentadiene), solution, C(C)(=O)OO (peroxyacetic acid). The solvent is C(Cl)Cl (methylene chloride), C(Cl)Cl (methylene chloride). Reaction conditions: time 96 hour. Product: O1C2C3C(C(C(C21)C3)(C(F)(F)F)F)(F)F (2,3-epoxy-5,6,6-trifluoro-5-(trifluoromethyl)bicyclo[2.2.1]heptane). Reaction SMILES: [F:1][C:2]([F:9])([F:8])[C:3]([F:7])=[C:4]([F:6])[F:5].[CH:10]1[CH2:14][CH:13]=[CH:12][CH:11]=1.C(OO)(=[O:17])C>C(Cl)Cl>[O:17]1[CH:10]2[CH:11]1[CH:12]1[CH2:13][CH:14]2[C:3]([F:7])([C:2]([F:9])([F:8])[F:1])[C:4]1([F:6])[F:5]. Procedure: 8.6 g (40 mmol) of the Diels-Alder reaction product of hexafluoropropene and cyclopentadiene are mixed in 20 ml of dry methylene chloride with 97 ml (80 mmol) of a 0.83 molar solution of peroxyacetic acid in methylene chloride, and the mixture is stirred for 96 hours at room temperature. Thelow-boiling components are then distilled off under reduced pressure. The residue is washed with two 20 ml portions of water, and the organic phase is dried with magnesium sulfate. The product distils at a pr... The reactants are ClC1=NC(=CC(=N1)C1=CC(=C(C=C1)C(F)(F)F)C)C (2-chloro-4-(3-methyl-4-trifluoromethyl-phenyl)-6-methyl-pyrimidine), BrC=1N=CNC1 (4-bromo-imidazole). Product: BrC=1N=CN(C1)C1=NC(=CC(=N1)C)C1=CC(=C(C=C1)C(F)(F)F)C (2-(4-Bromo-imidazol-1-yl)-4-methyl-6-(3-methyl-4-trifluoromethyl-phenyl)-pyrimidine), solid. Isolated yield 97.0%. Reaction SMILES: Cl[C:2]1[N:7]=[C:6]([C:8]2[CH:13]=[CH:12][C:11]([C:14]([F:17])([F:16])[F:15])=[C:10]([CH3:18])[CH:9]=2)[CH:5]=[C:4]([CH3:19])[N:3]=1.[Br:20][C:21]1[N:22]=[CH:23][NH:24][CH:25]=1>>[Br:20][C:21]1[N:22]=[CH:23][N:24]([C:2]2[N:3]=[C:4]([CH3:19])[CH:5]=[C:6]([C:8]3[CH:13]=[CH:12][C:11]([C:14]([F:17])([F:16])[F:15])=[C:10]([CH3:18])[CH:9]=3)[N:7]=2)[CH:25]=1. Procedure details: The title compound was prepared from 2-chloro-4-(3-methyl-4-trifluoromethyl-phenyl)-6-methyl-pyrimidine (example A.40) (0.40 g, 1.4 mmol) and commercially available 4-bromo-imidazole (0.31 g, 2.1 mmol) according to the general procedure IVa. Obtained as a light brown solid (0.54 g, 97%). MS (ISP) 399.0 [(M+H)+]; mp 157.5° C. Reactants: ClC1=C(C=CC(=C1OC)OC)C(=O)N(CCC(C)C)CC1=NC2=C(N1CC1=C(C=CC=C1)O)C=CC=C2 ((2-chloro-3,4-dimethoxyphenyl)-N-({l-[(2-hydroxyphenyl)methyl] benzimidazol-2-yl}methyl)-N-(3-methylbutyl) carboxamide), C(=O)([O-])[O-].[K+].[K+] (K2CO3), ClCCCI (1-chloro-3-iodo propane). Reaction SMILES: [Cl:1][C:2]1[C:7]([O:8][CH3:9])=[C:6]([O:10][CH3:11])[CH:5]=[CH:4][C:3]=1[C:12]([N:14]([CH2:20][C:21]1[N:25]([CH2:26][C:27]2[CH:32]=[CH:31][CH:30]=[CH:29][C:28]=2[OH:33])[C:24]2[CH:34]=[CH:35][CH:36]=[CH:37][C:23]=2[N:22]=1)[CH2:15][CH2:16][CH:17]([CH3:19])[CH3:18])=[O:13].C([O-])([O-])=O.[K+].[K+].[Cl:44][CH2:45][CH2:46][CH2:47]I>CN(C)C=O.C(OCC)(=O)C>[Cl:1][C:2]1[C:7]([O:8][CH3:9])=[C:6]([O:10][CH3:11])[CH:5]=[CH:4][C:3]=1[C:12]([N:14]([CH2:20][C:21]1[N:25]([CH2:26][C:27]2[CH:32]=[CH:31][CH:30]=[CH:29][C:28]=2[O:33][CH2:47][CH2:46][CH2:45][Cl:44])[C:24]2[CH:34]=[CH:35][CH:36]=[CH:37][C:23]=2[N:22]=1)[CH2:15][CH2:16][CH:17]([CH3:19])[CH3:18])=[O:13] |f:1.2.3|. Run in C(C)(=O)OCC (ethyl acetate), CN(C=O)C (N,N-dimethylformamide). Reported procedure: A solution of 350 mg (0.67 mmole) of (2-chloro-3,4-dimethoxyphenyl)-N-({l-[(2-hydroxyphenyl)methyl] benzimidazol-2-yl}methyl)-N-(3-methylbutyl) carboxamide and 278 mg (2.01 mmole) of K2CO3 in 2 mL of anhydrous N,N-dimethylformamide is treated with 79.1 μL (0.737 mmole) 1-chloro-3-iodo propane at room temperature for 19 hr. The resulting solution is diluted with 60 mL of ethyl acetate, washed with 3×20 mL water and 1×20 mL of brine, dried over anhydrous Na2SO4 and the solvent is removed in vacuo ... Product: ClC1=C(C=CC(=C1OC)OC)C(=O)N(CCC(C)C)CC1=NC2=C(N1CC1=C(C=CC=C1)OCCCCl)C=CC=C2 ((2-chloro-3,4-dimethoxyphenyl)-N-[(1-{[2-(3-chloropropoxy)phenyl]methyl}benzimidazol-2-yl)methyl]-N-(3-methylbutyl) carboxamide). Yield: 99.7%. The reactants are CO, CC(=O)[O-], Cl, NO, [Na+], CC1COc2cc(-c3ccco3)ccc2C1=O. Yields the product CC1COc2cc(-c3ccco3)ccc2C1=NO. RXN SMILES: [CH3:26][OH:27].[CH3:2][C:3](=[O:4])[O-:5].[ClH:23].[NH2:24][OH:25].[Na+:1].[o:6]1[c:7](-[c:11]2[cH:12][cH:13][c:14]3[c:19]([cH:20]2)[O:18][CH2:17][CH:16]([CH3:21])[C:15]3=[O:22])[cH:8][cH:9][cH:10]1>>[o:6]1[c:7](-[c:11]2[cH:12][cH:13][c:14]3[c:19]([cH:20]2)[O:18][CH2:17][CH:16]([CH3:21])[C:15]3=[N:24][OH:25])[cH:8][cH:9][cH:10]1.